Dataset: the Open Reaction Database (ORD), a public repository of structured organic reaction records. Task: describe an organic reaction: reactants, conditions, products, and yield Reactants: C1(=CC=C(C=C1)S(=O)(=O)OCC1CC(C2CN(CC2C1)C(CC1=C(C=CC=C1)N1CCCC1)=O)(O)C1=C(C=CC=C1)F)C ((3aRS,4RS,6SR,7aSR)-6-p-toluenesulphonyloxymethyl-4-(2-fluorophenyl)-2-[2-(1-pyrrolidinyl)phenylacetyl]perhydroisoindol-4-ol), [C-]#N.[K+] (potassium cyanide). Yields the product C(#N)CC1CC(C2CN(CC2C1)C(CC1=C(C=CC=C1)N1CCCC1)=O)(O)C1=C(C=CC=C1)F ((3aRS,4RS,6SR,7aSR)-6-cyanomethyl-4-(2-fluorophenyl)-2-[2-(1-pyrrolidinyl)phenylacetyl]perhydroisoindol-4-ol). Yield: 45.1%. As a reaction SMILES: C1(C)C=CC(S(O[CH2:11][CH:12]2[CH2:20][CH:19]3[CH:15]([CH2:16][N:17]([C:21](=[O:34])[CH2:22][C:23]4[CH:28]=[CH:27][CH:26]=[CH:25][C:24]=4[N:29]4[CH2:33][CH2:32][CH2:31][CH2:30]4)[CH2:18]3)[C:14]([C:36]3[CH:41]=[CH:40][CH:39]=[CH:38][C:37]=3[F:42])([OH:35])[CH2:13]2)(=O)=O)=CC=1.[C-:44]#[N:45].[K+]>>[C:44]([CH2:11][CH:12]1[CH2:20][CH:19]2[CH:15]([CH2:16][N:17]([C:21](=[O:34])[CH2:22][C:23]3[CH:28]=[CH:27][CH:26]=[CH:25][C:24]=3[N:29]3[CH2:33][CH2:32][CH2:31][CH2:30]3)[CH2:18]2)[C:14]([C:36]2[CH:41]=[CH:40][CH:39]=[CH:38][C:37]=2[F:42])([OH:35])[CH2:13]1)#[N:45] |f:1.2|. Procedure: The procedure is as described for Example 13, starting from 0.07 g of (3aRS,4RS,6SR,7aSR)-6-p-toluenesulphonyloxymethyl-4-(2-fluorophenyl)-2-[2-(1-pyrrolidinyl)phenylacetyl]perhydroisoindol-4-ol and 0.015 g of potassium cyanide, and gives 0.024 g of (3aRS,4RS,6SR,7aSR)-6-cyanomethyl-4-(2-fluorophenyl)-2-[2-(1-pyrrolidinyl)phenylacetyl]perhydroisoindol-4-ol in the form of a thick white foam. The reactants are ClCCl, CC(=O)Cl, O=P([O-])([O-])[O-], COc1cc(C(=O)C#CCO)cc(OC)c1OC, c1ccncc1. The product is COc1cc(C(=O)C#CCOC(C)=O)cc(OC)c1OC. As a reaction SMILES: [CH2:34]([Cl:35])[Cl:36].[CH3:1][C:2]([Cl:3])=[O:4].[O-:29][P:30](=[O:31])([O-:32])[O-:33].[OH:11][CH2:12][C:13]#[C:14][C:15](=[O:16])[c:17]1[cH:18][c:19]([O:27][CH3:28])[c:20]([O:25][CH3:26])[c:21]([O:23][CH3:24])[cH:22]1.[cH:5]1[cH:6][cH:7][n:8][cH:9][cH:10]1>>[CH3:1][C:2](=[O:4])[O:11][CH2:12][C:13]#[C:14][C:15](=[O:16])[c:17]1[cH:18][c:19]([O:27][CH3:28])[c:20]([O:25][CH3:26])[c:21]([O:23][CH3:24])[cH:22]1.